describe an organic reaction: reactants, conditions, products, and yield From a dataset of the Open Reaction Database (ORD), a public repository of structured organic reaction records. The reactants are FC(C)(CC=C)F (2,2-difluoro 4-pentene), C(C1=CC=CC=C1)Br (benzyl bromide), CC(C)([O-])C.[K+] (potassium t-butoxide). Run in O1CCCC1 (tetrahydrofuran). Run at time 8 hour. The product is FC(COCC1=CC=CC=C1)(CC=C)F (2,2-difluoro-1-benzyloxy-4-pentene), ethyl acetate petroleum ether. RXN SMILES: [F:1][C:2]([F:7])([CH2:4][CH:5]=[CH2:6])[CH3:3].[CH2:8](Br)[C:9]1[CH:14]=[CH:13][CH:12]=[CH:11][CH:10]=1.CC(C)([O-:19])C.[K+]>O1CCCC1>[F:1][C:2]([F:7])([CH2:4][CH:5]=[CH2:6])[CH2:3][O:19][CH2:8][C:9]1[CH:14]=[CH:13][CH:12]=[CH:11][CH:10]=1 |f:2.3|. Procedure: To a mixture of 2,2-difluoro 4-pentene (9.8 g, 80 mmoles) and benzyl bromide (13.7 g, 80 mmoles) in dry tetrahydrofuran (100 ml), potassium t-butoxide (9.5 g, 85 mmoles) is added in portions over a period of 1 hour. The reaction mixture is kept overnight at room temperature, concentrated under reduced pressure, hydrolyzed with 1N HCl (pH approximately 2) and diluted with water and ether. Usual work-up gives 2,2-difluoro-1-benzyloxy-4-pentene as a colorless oil (16.8 g, , 99%, RF: 0.2, ethyl acet... Starting materials: COc1cc2c(c3c1OC(C)(C)C3)C(c1ccc(Br)cc1)=NC(C)(C)C2, CC(=O)Nc1ccc(B2OC(C)(C)C(C)(C)O2)cc1, COCCOC, CCO, Cl, [Na+], [Na+], O=C([O-])[O-], O, c1ccc(P(c2ccccc2)(c2ccccc2)[Pd](P(c2ccccc2)(c2ccccc2)c2ccccc2)(P(c2ccccc2)(c2ccccc2)c2ccccc2)P(c2ccccc2)(c2ccccc2)c2ccccc2)cc1. Yields the product COc1cc2c(c3c1OC(C)(C)C3)C(c1ccc(-c3ccc(NC(C)=O)cc3)cc1)=NC(C)(C)C2. Reaction SMILES: [Br:21][c:22]1[cH:23][cH:24][c:25]([C:28]2=[N:29][C:30]([CH3:45])([CH3:46])[CH2:31][c:32]3[cH:33][c:34]([O:43][CH3:44])[c:35]4[c:36]([c:37]32)[CH2:38][C:39]([CH3:41])([CH3:42])[O:40]4)[cH:26][cH:27]1.[CH3:1][C:2]1([CH3:3])[C:4]([CH3:5])([CH3:6])[O:7][B:8]([c:9]2[cH:10][cH:11][c:12]([NH:13][C:14]([CH3:15])=[O:16])[cH:17][cH:18]2)[O:19]1.[CH3:53][O:54][CH2:55][CH2:56][O:57][CH3:58].[CH3:59][CH2:60][OH:61].[ClH:20].[Na+:47].[Na+:48].[O-:49][C:50](=[O:51])[O-:52].[OH2:62].[cH:63]1[cH:64][cH:65][c:66]([P:67]([Pd:68]([P:69]([c:70]2[cH:71][cH:72][cH:73][cH:74][cH:75]2)([c:76]2[cH:77][cH:78][cH:79][cH:80][cH:81]2)[c:82]2[cH:83][cH:84][cH:85][cH:86][cH:87]2)([P:88]([c:89]2[cH:90][cH:91][cH:92][cH:93][cH:94]2)([c:95]2[cH:96][cH:97][cH:98][cH:99][cH:100]2)[c:101]2[cH:102][cH:103][cH:104][cH:105][cH:106]2)[P:107]([c:108]2[cH:109][cH:110][cH:111][cH:112][cH:113]2)([c:114]2[cH:115][cH:116][cH:117][cH:118][cH:119]2)[c:120]2[cH:121][cH:122][cH:123][cH:124][cH:125]2)([c:126]2[cH:127][cH:128][cH:129][cH:130][cH:131]2)[c:132]2[cH:133][cH:134][cH:135][cH:136][cH:137]2)[cH:138][cH:139]1>>[c:9]1(-[c:22]2[cH:23][cH:24][c:25]([C:28]3=[N:29][C:30]([CH3:45])([CH3:46])[CH2:31][c:32]4[cH:33][c:34]([O:43][CH3:44])[c:35]5[c:36]([c:37]43)[CH2:38][C:39]([CH3:41])([CH3:42])[O:40]5)[cH:26][cH:27]2)[cH:10][cH:11][c:12]([NH:13][C:14]([CH3:15])=[O:16])[cH:17][cH:18]1. Run in C(C)#N (acetonitrile), O (water). Procedure details: A solution of 2.45 g (6.22 mmol) of the azetidinone in 250 ml of acetonitrile and 75 ml of water was degassed with argon. At 80°, a degassed solution of 23.5 g (87.2 mmol) of potassium persulfate and 7.77 g (55 mmol) of disodium phosphate was added in 6 portions over 1 hour. The mixture was cooled, the acetonitrile removed in vacuum, the aqueous residue saturated with sodium chloride and extracted with warm (40°) hexane (3×100 ml) then with ethyl acetate (5×125 ml). The ethyl acetate extract was... Reactants: S(=O)(=O)([O-])OOS(=O)(=O)[O-].[K+].[K+] (potassium persulfate), P(=O)([O-])([O-])O.[Na+].[Na+] (disodium phosphate), C(=O)(OC)C1C(C(N1CC1=CC=C(C=C1)OC)=O)N1C(C=2C(C1=O)=CC=CC2)=O (4-carbomethoxy-3-phthalimido-1-(p-methoxybenzyl)azetidin-2-one). Reaction SMILES: [C:1]([CH:5]1[N:8](CC2C=CC(OC)=CC=2)[C:7](=[O:18])[CH:6]1[N:19]1[C:23](=[O:24])[C:22]2=[CH:25][CH:26]=[CH:27][CH:28]=[C:21]2[C:20]1=[O:29])([O:3][CH3:4])=[O:2].S(OOS([O-])(=O)=O)([O-])(=O)=O.[K+].[K+].P(O)([O-])([O-])=O.[Na+].[Na+]>C(#N)C.O>[C:1]([CH:5]1[NH:8][C:7](=[O:18])[CH:6]1[N:19]1[C:20](=[O:29])[C:21]2=[CH:28][CH:27]=[CH:26][CH:25]=[C:22]2[C:23]1=[O:24])([O:3][CH3:4])=[O:2] |f:1.2.3,4.5.6|. The product is C(=O)(OC)C1C(C(N1)=O)N1C(C=2C(C1=O)=CC=CC2)=O (4-carbomethoxy-3-phthalimido-azetidin-2-one). Starting materials: CCOC(=O)C(F)(Br)C1CCC(=O)C1, CCN(C(C)C)C(C)C, CCOC(C)=O, Cl, CN(C)C=O, O. As a reaction SMILES: [Br:10][C:11]([C:12](=[O:13])[O:14][CH2:15][CH3:16])([CH:17]1[CH2:18][C:19](=[O:22])[CH2:20][CH2:21]1)[F:23].[CH2:1]([N:2]([CH:3]([CH3:4])[CH3:5])[CH:6]([CH3:7])[CH3:8])[CH3:9].[CH3:31][CH2:32][O:33][C:34]([CH3:35])=[O:36].[ClH:24].[O:26]=[CH:27][N:28]([CH3:29])[CH3:30].[OH2:25]>>[C:11]1([C:12](=[O:13])[O:14][CH2:15][CH3:16])([F:23])[CH:17]2[CH:18]1[C:19](=[O:22])[CH2:20][CH2:21]2. Product: CCOC(=O)C1(F)C2CCC(=O)C21. Starting materials: Cl (hydrochloric acid), O(C1=CC=CC=C1)C1=CC=C(C=C1)C1=CN(C=2N=CN=C(C21)N)C2COC(OC2)C2=CC=CC=C2 (5-(4-phenoxyphenyl)-7-(2-phenyl-1,3-dioxan-5-yl)-7H-pyrrolo[2,3-d]pyrimidin-4-ylamine), C(CC)O (Propan-1-ol). The solvent is CO (methanol). The product is NC=1C2=C(N=CN1)N(C=C2C2=CC=C(C=C2)OC2=CC=CC=C2)C(CO)CO (2-[4-amino-5-(4-phenoxyphenyl)-7H-pyrrolo[2,3-d]pyrimidin-7-yl]propan-1,3-diol). RXN SMILES: Cl.[O:2]([C:9]1[CH:14]=[CH:13][C:12]([C:15]2[C:23]3[C:22]([NH2:24])=[N:21][CH:20]=[N:19][C:18]=3[N:17]([CH:25]3[CH2:30][O:29]C(C4C=CC=CC=4)[O:27][CH2:26]3)[CH:16]=2)=[CH:11][CH:10]=1)[C:3]1[CH:8]=[CH:7][CH:6]=[CH:5][CH:4]=1.C(O)CC>CO>[NH2:24][C:22]1[C:23]2[C:15]([C:12]3[CH:13]=[CH:14][C:9]([O:2][C:3]4[CH:8]=[CH:7][CH:6]=[CH:5][CH:4]=4)=[CH:10][CH:11]=3)=[CH:16][N:17]([CH:25]([CH2:26][OH:27])[CH2:30][OH:29])[C:18]=2[N:19]=[CH:20][N:21]=1. Procedure details: Dilute hydrochloric acid (45 ml of 2M solution) was added to 5-(4-phenoxyphenyl)-7-(2-phenyl-1,3-dioxan-5-yl)-7H-pyrrolo[2,3-d]pyrimidin-4-ylamine (170 mg) and the mixture heated to boiling under reflux. Propan-1-ol (30 ml) was added and the mixture boiled under reflux for 6 hours and then the propanol was distilled off. The mixture was evaporated under reduced pressure to give a residue which was triturated with ethyl acetate and then filtered to give a solid which was dissolved in methanol, an... As a reaction SMILES: [C:30](=[O:31])([O-:32])[O-:33].[CH3:1][O:2][c:3]1[cH:4][c:5]([C:9]23[CH2:10][CH2:11][CH2:12][CH:13]([NH:14][CH2:15]2)[CH2:16]3)[cH:6][cH:7][cH:8]1.[CH3:38][c:39]1[cH:40][cH:41][cH:42][cH:43][cH:44]1.[F:17][c:18]1[cH:19][cH:20][c:21]([C:22](=[O:23])[CH2:24][CH2:25][CH2:26][Cl:27])[cH:28][cH:29]1.[I-:37].[K+:34].[K+:35].[K+:36]>>[CH3:1][O:2][c:3]1[cH:4][c:5]([C:9]23[CH2:10][CH2:11][CH2:12][CH:13]([N:14]([CH2:26][CH2:25][CH2:24][C:22]([c:21]4[cH:20][cH:19][c:18]([F:17])[cH:29][cH:28]4)=[O:23])[CH2:15]2)[CH2:16]3)[cH:6][cH:7][cH:8]1.[ClH:27]. The product is COc1cccc(C23CCCC(C2)N(CCCC(=O)c2ccc(F)cc2)C3)c1, Cl. Reactants: O=C([O-])[O-], COc1cccc(C23CCCC(C2)NC3)c1, Cc1ccccc1, O=C(CCCCl)c1ccc(F)cc1, [I-], [K+], [K+], [K+]. Starting materials: C(C)(C)(C)OC(C(C)(C)SC=1SC=C(N1)C(CCl)=O)=O (2-{[4-(Chloroacetyl)-1,3-thiazol-2-yl]thio}-2-methylpropionic acid tert-butyl ester), FC1=CC=C(C=C1)C1=CC=C(C=C1)O (4′-fluorobiphenyl-4-ol), [OH-].[Na+] (sodium hydroxide), O (water). Reagents/catalysts: [I-].C(CCC)[N+](CCCC)(CCCC)CCCC (tetrabutylammonium iodide). Run in C1(=CC=CC=C1)C (toluene). Product: C(C)(C)(C)OC(C(C)(C)SC=1SC=C(N1)C(COC1=CC=C(C=C1)C1=CC=C(C=C1)F)=O)=O (2-[(4-{[(4′-fluorobiphenyl-4-yl)oxy]acetyl}-1,3-thiazol-2-yl)thio]-2-methylpropionic acid tert-butyl ester). Reaction SMILES: [C:1]([O:5][C:6](=[O:20])[C:7]([S:10][C:11]1[S:12][CH:13]=[C:14]([C:16](=[O:19])[CH2:17]Cl)[N:15]=1)([CH3:9])[CH3:8])([CH3:4])([CH3:3])[CH3:2].[F:21][C:22]1[CH:27]=[CH:26][C:25]([C:28]2[CH:33]=[CH:32][C:31]([OH:34])=[CH:30][CH:29]=2)=[CH:24][CH:23]=1.[OH-].[Na+].O>C1(C)C=CC=CC=1.[I-].C([N+](CCCC)(CCCC)CCCC)CCC>[C:1]([O:5][C:6](=[O:20])[C:7]([S:10][C:11]1[S:12][CH:13]=[C:14]([C:16](=[O:19])[CH2:17][O:34][C:31]2[CH:30]=[CH:29][C:28]([C:25]3[CH:26]=[CH:27][C:22]([F:21])=[CH:23][CH:24]=3)=[CH:33][CH:32]=2)[N:15]=1)([CH3:9])[CH3:8])([CH3:4])([CH3:3])[CH3:2] |f:2.3,6.7|. Procedure: 2-{[4-(Chloroacetyl)-1,3-thiazol-2-yl]thio}-2-methylpropionic acid tert-butyl ester (23.8 g) and 4′-fluorobiphenyl-4-ol (12.00 g) obtained in Example 1 were dissolved in toluene (650 mL), aqueous sodium hydroxide solution (1 mol/L, 71 mL), tetrabutylammonium iodide (2.62 g) and water (71 mL) were added, and the mixture was heated under reflux for 3 hr, and allowed to cool to perform partitioning. The organic layer was washed twice with 1 mol/L aqueous sodium hydroxide solution (300 mL) and twice...